Dataset: the Open Reaction Database (ORD), a public repository of structured organic reaction records. Task: describe an organic reaction: reactants, conditions, products, and yield Yields the product COc1cccc(OC)c1C1(O)C(=O)Nc2ccc(Cl)cc21. Starting materials: [Li]CCCC, C1CCOC1, COc1cccc(OC)c1, CCCCCC, [Cl-], O=C1Nc2ccc(Cl)cc2C1=O, [NH4+]. As a reaction SMILES: [CH2:11]([Li:12])[CH2:13][CH2:14][CH3:15].[CH2:30]1[O:31][CH2:32][CH2:33][CH2:34]1.[CH3:1][O:2][c:3]1[cH:4][c:5]([O:9][CH3:10])[cH:6][cH:7][cH:8]1.[CH3:35][CH2:36][CH2:37][CH2:38][CH2:39][CH3:40].[Cl-:28].[Cl:16][c:17]1[cH:18][c:19]2[c:23]([cH:24][cH:25]1)[NH:22][C:21](=[O:26])[C:20]2=[O:27].[NH4+:29]>>[CH3:1][O:2][c:3]1[c:4]([C:20]2([OH:27])[c:19]3[cH:18][c:17]([Cl:16])[cH:25][cH:24][c:23]3[NH:22][C:21]2=[O:26])[c:5]([O:9][CH3:10])[cH:6][cH:7][cH:8]1. Starting materials: CCO, N#CNc1nc2c(s1)Cc1cc(Cl)ccc1-2, Nc1ccccc1. Product: N=C(Nc1ccccc1)Nc1nc2c(s1)Cc1cc(Cl)ccc1-2. As a reaction SMILES: [CH3:24][CH2:25][OH:26].[Cl:1][c:2]1[cH:3][c:4]2[c:14]([cH:15][cH:16]1)-[c:7]1[c:6]([s:10][c:9]([NH:11][C:12]#[N:13])[n:8]1)[CH2:5]2.[NH2:17][c:18]1[cH:19][cH:20][cH:21][cH:22][cH:23]1>>[Cl:1][c:2]1[cH:3][c:4]2[c:14]([cH:15][cH:16]1)-[c:7]1[c:6]([s:10][c:9]([NH:11][C:12](=[NH:13])[NH:17][c:18]3[cH:19][cH:20][cH:21][cH:22][cH:23]3)[n:8]1)[CH2:5]2. Starting materials: CC(=O)O, Cn1c(C(F)(F)F)cc(=O)n(-c2cc3c(cc2F)OCC(=O)N3)c1=O, O=[N+]([O-])O. Product: Cn1c(C(F)(F)F)cc(=O)n(-c2c(F)cc3c(c2[N+](=O)[O-])NC(=O)CO3)c1=O. RXN SMILES: [CH3:30][C:31](=[O:32])[OH:33].[F:1][c:2]1[cH:3][c:4]2[c:5]([cH:11][c:12]1-[n:13]1[c:14](=[O:25])[n:15]([CH3:24])[c:16]([C:20]([F:21])([F:22])[F:23])[cH:17][c:18]1=[O:19])[NH:6][C:7](=[O:10])[CH2:8][O:9]2.[OH:26][N+:27]([O-:28])=[O:29]>>[F:1][c:2]1[cH:3][c:4]2[c:5]([c:11]([N+:27](=[O:26])[O-:28])[c:12]1-[n:13]1[c:14](=[O:25])[n:15]([CH3:24])[c:16]([C:20]([F:21])([F:22])[F:23])[cH:17][c:18]1=[O:19])[NH:6][C:7](=[O:10])[CH2:8][O:9]2. Starting materials: BrC=1C(=C(SC1C1=CC=NN1C)C(=O)OC)O (methyl 4-bromo-3-hydroxy-5-(1-methyl-1H-pyrazol-5-yl)-2-thiophenecarboxylate), CO (MeOH), C1=CC=C(C=C1)P(C2=CC=CC=C2)C3=CC=CC=C3 (PPh3), CCOC(=O)/N=N/C(=O)OCC (DEAD). Solvent: C1CCOC1 (THF). Conditions: time 30 minute. Product: BrC=1C(=C(SC1C1=CC=NN1C)C(=O)OC)OC (methyl 4-bromo-3-(methyloxy)-5-(1-methyl-1H-pyrazol-5-yl)-2-thiophenecarboxylate). Isolated yield 73.6%. Reaction SMILES: [Br:1][C:2]1[C:3]([OH:17])=[C:4]([C:13]([O:15][CH3:16])=[O:14])[S:5][C:6]=1[C:7]1[N:11]([CH3:12])[N:10]=[CH:9][CH:8]=1.CO.[CH:20]1C=CC(P(C2C=CC=CC=2)C2C=CC=CC=2)=CC=1.CCOC(/N=N/C(OCC)=O)=O>C1COCC1>[Br:1][C:2]1[C:3]([O:17][CH3:20])=[C:4]([C:13]([O:15][CH3:16])=[O:14])[S:5][C:6]=1[C:7]1[N:11]([CH3:12])[N:10]=[CH:9][CH:8]=1. Procedure details: To a solution of methyl 4-bromo-3-hydroxy-5-(1-methyl-1H-pyrazol-5-yl)-2-thiophenecarboxylate (175 mg, 0.554 mmol), MeOH (26 μL, 0.609 mmol), PPh3 (189 mg, 0.720 mmol) in THF (6 mL) at 25° C. was added DEAD (113 μL, 0.720 mmol) in one portion. After 30 min, the reaction was concentrated and purified via column chromatography (silica, 20% EtOAc in hexanes) affording the title compound (135 mg, 74%) as a white solid: LC-MS (ES) m/z=332 (M+H)+.